Dataset: the Open Reaction Database (ORD), a public repository of structured organic reaction records. Task: describe an organic reaction: reactants, conditions, products, and yield Reactants: Ice water, [N+](=O)([O-])C=1C=CC2=C(CC(C3(CCOCC3)O2)=O)C1 (3,4-dihydro-6-nitrospiro[2H-1-benzopyran-2,4'-tetrahydropyran]-3-one), CC(C)([O-])C.[K+] (potassium tertiary butoxide), CN=C=S (methyl isothiocyanate). The solvent is CN(C=O)C (N,N-dimethylformamide). Yields the product OC1=C(C2=C(OC13CCOCC3)C=CC(=C2)[N+](=O)[O-])C(NC)=S (3-hydroxy-N-methyl-6-nitrospiro-[2H-1-benzopyran-2,4'-tetrahydropyran]-4-carbothioamide). Isolated yield 62.0%. Reaction SMILES: [N+:1]([C:4]1[CH:5]=[CH:6][C:7]2[O:17][C:11]3([CH2:16][CH2:15][O:14][CH2:13][CH2:12]3)[C:10](=[O:18])[CH2:9][C:8]=2[CH:19]=1)([O-:3])=[O:2].[CH3:20][N:21]=[C:22]=[S:23].CC(C)([O-])C.[K+]>CN(C)C=O>[OH:18][C:10]1[C:11]2([CH2:12][CH2:13][O:14][CH2:15][CH2:16]2)[O:17][C:7]2[CH:6]=[CH:5][C:4]([N+:1]([O-:3])=[O:2])=[CH:19][C:8]=2[C:9]=1[C:22](=[S:23])[NH:21][CH3:20] |f:2.3|. Procedure details: To a mixture of 4.8 g of 3,4-dihydro-6-nitrospiro[2H-1-benzopyran-2,4'-tetrahydropyran]-3-one and 60 ml of dried N,N-dimethylformamide was added 1.65 g of methyl isothiocyanate under nitrogen stream. Then, 2.39 g of potassium tertiary butoxide was added therein with stirring under ice-cooling and the mixture was stirred for 1 hour and then stirred at 5° C. for 17 hours. Ice water was added to the reaction solution and it was washed with ether. A water layer was acidified to be hydrochloric acid ... Reactants: NC1=C(C=CC(=C1)Cl)CC(NC)C=1SC=CC1C (2-amino-4-chloro-N-methyl-α-(3-methyl-2-thienyl)benzeneethanamine), C(CC)(OCC)(OCC)OCC (triethyl orthopropionate), C(C)(=O)O (acetic acid). RXN SMILES: [NH2:1][C:2]1[CH:7]=[C:6]([Cl:8])[CH:5]=[CH:4][C:3]=1[CH2:9][CH:10]([C:13]1[S:14][CH:15]=[CH:16][C:17]=1[CH3:18])[NH:11][CH3:12].[C:19](OCC)(OCC)(OCC)[CH2:20]C.[C:31](O)(=O)C>CCOCC>[Cl:8][C:6]1[CH:5]=[CH:4][C:3]2[CH2:9][CH:10]([C:13]3[S:14][CH:15]=[CH:16][C:17]=3[CH3:18])[N:11]([CH3:31])[C:12]([CH2:19][CH3:20])=[N:1][C:2]=2[CH:7]=1. Solvent: CCOCC (ether). Reported procedure: A stirred solution of 3.05 g of 2-amino-4-chloro-N-methyl-α-(3-methyl-2-thienyl)benzeneethanamine, 11.63 g of triethyl orthopropionate and 3.7 ml of glacial acetic acid, was refluxed for 8 hr and then concentrated at 80° C. The residue was washed with 10% hydrochloric acid, and the aqueous phase was washed with ether, basified with 10% sodium hydroxide solution and extracted with dichloromethane. The combined organic phases were dried over anhydrous sodium sulfate, filtered and concentrated. Pur... Product: ClC1=CC2=C(CC(N(C(=N2)CC)C)C=2SC=CC2C)C=C1 (8-Chloro-4,5-dihydro-2-ethyl-3-methyl-4-(3-methyl-2-thienyl)-3H-1,3-benzodiazepine). Starting materials: Cc1ccc(-n2cc(Br)cc2C#N)cc1, CN1CCCC1=O, O=C([O-])C(F)(F)F, [I-], [Na+]. The product is Cc1ccc(-n2cc(C(F)(F)F)cc2C#N)cc1. Reaction SMILES: [Br:1][c:2]1[cH:3][c:4]([C:14]#[N:15])[n:5](-[c:7]2[cH:8][cH:9][c:10]([CH3:13])[cH:11][cH:12]2)[cH:6]1.[CH3:25][N:26]1[CH2:27][CH2:28][CH2:29][C:30]1=[O:31].[F:16][C:17]([C:18]([O-:19])=[O:20])([F:21])[F:22].[I-:24].[Na+:23]>>[c:2]1([C:17]([F:16])([F:21])[F:22])[cH:3][c:4]([C:14]#[N:15])[n:5](-[c:7]2[cH:8][cH:9][c:10]([CH3:13])[cH:11][cH:12]2)[cH:6]1.